describe an organic reaction: reactants, conditions, products, and yield From a dataset of the Open Reaction Database (ORD), a public repository of structured organic reaction records. Reactants: C1CCOC1, C[Si](C)(C)[N-][Si](C)(C)C, CI, [Li+], N#Cc1ccc(N2C3CCC2CC(=O)C3)c2ccccc12. Yields the product CC1C(=O)CC2CCC1N2c1ccc(C#N)c2ccccc12. Reaction SMILES: [CH2:34]1[O:35][CH2:36][CH2:37][CH2:38]1.[CH3:22][Si:23]([N-:24][Si:25]([CH3:26])([CH3:27])[CH3:28])([CH3:29])[CH3:30].[I:32][CH3:33].[Li+:31].[O:1]=[C:2]1[CH2:3][CH:4]2[CH2:5][CH2:6][CH:7]([CH2:8]1)[N:9]2[c:10]1[cH:11][cH:12][c:13]([C:20]#[N:21])[c:14]2[cH:15][cH:16][cH:17][cH:18][c:19]12>>[O:1]=[C:2]1[CH2:3][CH:4]2[CH2:5][CH2:6][CH:7]([CH:8]1[CH3:22])[N:9]2[c:10]1[cH:11][cH:12][c:13]([C:20]#[N:21])[c:14]2[cH:15][cH:16][cH:17][cH:18][c:19]12. The reactants are CCN(C(C)C)C(C)C, O=Cc1sc(Cl)nc1Cl, NCc1ccc(Cl)cc1, C1CCOC1, O. The product is O=Cc1sc(NCc2ccc(Cl)cc2)nc1Cl. RXN SMILES: [CH:10]([N:11]([CH2:12][CH3:13])[CH:14]([CH3:15])[CH3:16])([CH3:17])[CH3:18].[Cl:19][c:20]1[s:21][c:22]([CH:26]=[O:27])[c:23]([Cl:25])[n:24]1.[Cl:1][c:2]1[cH:3][cH:4][c:5]([CH2:6][NH2:7])[cH:8][cH:9]1.[O:29]1[CH2:30][CH2:31][CH2:32][CH2:33]1.[OH2:28]>>[Cl:1][c:2]1[cH:3][cH:4][c:5]([CH2:6][NH:7][c:20]2[s:21][c:22]([CH:26]=[O:27])[c:23]([Cl:25])[n:24]2)[cH:8][cH:9]1. The reactants are O1C2=C(C=C1)C=CC=C2 (benzo[b]furan), [Li]CCCC (n-BuLi), C(C)N(CCN1C(=O)C(=O)C2=C(C=CC=C12)Br)CC (1-(2-diethylaminoethyl)-4-bromoisatin), [NH4+].[Cl-] (NH4Cl). Run in C1CCOC1 (THF), C1CCOC1 (THF). Reaction conditions: time 30 minute. Product: C(C)N(CCN1C(C(C2=C(C=CC=C12)Br)(C1=CC2=C(O1)C=CC=C2)O)=O)CC (1-(2-Diethylaminoethyl)-3-hydroxy-3-(2-benzo[b]furanyl)-4-bromooxindole). Isolated yield 21.2%. RXN SMILES: [O:1]1[CH:5]=[CH:4][C:3]2[CH:6]=[CH:7][CH:8]=[CH:9][C:2]1=2.[Li]CCCC.[CH2:15]([N:17]([CH2:32][CH3:33])[CH2:18][CH2:19][N:20]1[C:30]2[C:25](=[C:26]([Br:31])[CH:27]=[CH:28][CH:29]=2)[C:23](=[O:24])[C:21]1=[O:22])[CH3:16].[NH4+].[Cl-]>C1COCC1>[CH2:32]([N:17]([CH2:15][CH3:16])[CH2:18][CH2:19][N:20]1[C:30]2[C:25](=[C:26]([Br:31])[CH:27]=[CH:28][CH:29]=2)[C:23]([OH:24])([C:5]2[O:1][C:2]3[CH:9]=[CH:8][CH:7]=[CH:6][C:3]=3[CH:4]=2)[C:21]1=[O:22])[CH3:33] |f:3.4|. Procedure details: To benzo[b]furan (76.4 mg, 2.1 eq) in anhydrous THF (2 mL) at −40° C. (bath temperature) was added n-BuLi (0.423 mL, 1.53 M in hexanes, 2.1 eq). The resulting light yellow coloured solution was stirred for 30 minutes, after which 1-(2-diethylaminoethyl)-4-bromoisatin (100.0 mg, 3.08×10−4 mol) in anhydrous THF (2 mL) was added. Stirring was continued at −40° C. for 9 hours. Saturated aqueous NH4Cl (1.5 mL) was added and the mixture was allowed to warm to room temperature. The mixture was extracte... Starting materials: [NH4+].[Cl-] (NH4Cl), C(=O)([O-])[O-].[Cs+].[Cs+] (Cs2CO3), CS(=O)(=O)OCC1CCOCC1 ((tetrahydro-2H-pyran-4-yl)methyl methanesulfonate), O[C@H](CCNC(OC(C)(C)C)=O)C1=CC(=CC=C1)O ((R)-tert-butyl 3-hydroxy-3-(3-hydroxyphenyl)propylcarbamate). Solvent: CN(C)C=O (DMF). Yields the product O[C@H](CCNC(OC(C)(C)C)=O)C1=CC(=CC=C1)OCC1CCOCC1 ((R)-tert-butyl (3-hydroxy-3-(3-((tetrahydro-2H-pyran-4-yl)methoxy)phenyl)propyl)carbamate). Reaction SMILES: C([O-])([O-])=O.[Cs+].[Cs+].CS([O:11][CH2:12][CH:13]1[CH2:18][CH2:17][O:16][CH2:15][CH2:14]1)(=O)=O.[OH:19][C@@H:20]([C:31]1[CH:36]=[CH:35][CH:34]=[C:33](O)[CH:32]=1)[CH2:21][CH2:22][NH:23][C:24](=[O:30])[O:25][C:26]([CH3:29])([CH3:28])[CH3:27].[NH4+].[Cl-]>CN(C=O)C>[OH:19][C@@H:20]([C:31]1[CH:32]=[CH:33][CH:34]=[C:35]([O:11][CH2:12][CH:13]2[CH2:18][CH2:17][O:16][CH2:15][CH2:14]2)[CH:36]=1)[CH2:21][CH2:22][NH:23][C:24](=[O:30])[O:25][C:26]([CH3:29])([CH3:28])[CH3:27] |f:0.1.2,5.6|. Procedure: Cs2CO3 (2.34 g, 7.18 mmol) was added to a solution of (tetrahydro-2H-pyran-4-yl)methyl methanesulfonate (1.05 g, 5.41 mmol) and Intermediate I (1.13 g, 4.23 mmol) in anhydrous DMF (11 mL) and the reaction mixture was heated at +70° C. under Ar for 22 hrs. Aqueous NH4Cl (25%) was added and the reaction mixture was extracted with MTBE twice. Combined organic layers were washed with brine, concentrated under reduced pressure. Purification by flash chromatography (25%-100% EtOAc-hexanes gradient) ga... Reactants: CN(C)CCCOC1=C(C=C(C=C1)[N+](=O)[O-])NC(C)=O (2-acetylamino-4-nitrophenyl γ-N,N-dimethylaminopropyl ether). The reagents and catalysts are [Pd] (palladium-on-charcoal). Run in C(C)O (ethanol). Run at time 30 minute. The product is CN(C)CCCOC1=C(C=C(C=C1)N)NC(C)=O (2-acetylamino-4-aminophenyl γ-N,N-dimethylaminopropyl ether). RXN SMILES: [CH3:1][N:2]([CH2:4][CH2:5][CH2:6][O:7][C:8]1[CH:13]=[CH:12][C:11]([N+:14]([O-])=O)=[CH:10][C:9]=1[NH:17][C:18](=[O:20])[CH3:19])[CH3:3]>C(O)C.[Pd]>[CH3:1][N:2]([CH2:4][CH2:5][CH2:6][O:7][C:8]1[CH:13]=[CH:12][C:11]([NH2:14])=[CH:10][C:9]=1[NH:17][C:18](=[O:20])[CH3:19])[CH3:3]. Procedure: 7 g of 2-acetylamino-4-nitrophenyl γ-N,N-dimethylaminopropyl ether are dissolved in 35 ml of absolute ethanol. 0.5 g of 10% strength palladium-on-charcoal is added as a catalyst and the reduction is carried out in a reaction bomb under a hydrogen pressure of 40 bars, at 60° C., for 30 minutes. After the catalyst has been removed by filtration, the alcohol is driven off in vacuo to give the expected product in the form of an oil, which will be used as such for the following step. Starting materials: S1C(=NC2=C1C=CC=C2)NC(=S)N2C=NC=C2 (1-[(2-benzothiazolyl)thiocarbamoyl]imidazole), Cl.COC(C(N)CC1=CC=CC=C1)=O (DL-phenylalanine methyl ester hydrochloride). The solvent is CN(C=O)C (N,N-dimethylformamide). Product: COC(C(NC(=S)NC=1SC2=C(N1)C=CC=C2)CC2=CC=CC=C2)=O (N-[(2-benzothiazolylamino)thioxomethyl]-DL-phenylalanine methyl ester). The yield is 70.5%. Reaction SMILES: [S:1]1[C:5]2[CH:6]=[CH:7][CH:8]=[CH:9][C:4]=2[N:3]=[C:2]1[NH:10][C:11](N1C=CN=C1)=[S:12].Cl.[CH3:19][O:20][C:21](=[O:31])[CH:22]([CH2:24][C:25]1[CH:30]=[CH:29][CH:28]=[CH:27][CH:26]=1)[NH2:23]>CN(C)C=O>[CH3:19][O:20][C:21](=[O:31])[CH:22]([CH2:24][C:25]1[CH:30]=[CH:29][CH:28]=[CH:27][CH:26]=1)[NH:23][C:11]([NH:10][C:2]1[S:1][C:5]2[CH:6]=[CH:7][CH:8]=[CH:9][C:4]=2[N:3]=1)=[S:12] |f:1.2|. Reported procedure: A solution of 1-[(2-benzothiazolyl)thiocarbamoyl]imidazole (1.30 g, 5.0 mmol) and DL-phenylalanine methyl ester hydrochloride (1.08 g, 5.0 mmol) in N,N-dimethylformamide (50 mL) was heated at 90° C. for 3 h. The reaction was cooled to room temperature, solvent removed under reduced pressure, recrystalllized from ethyl ether-hexanes to provide 1.31 g (70%) of the titled product: Reactants: C(C)S (ethylmercaptan), C[O-].[Na+] (sodium methylate), ClC(C(C(C(C(C)(C)C)=O)N1N=CN=C1)Cl)(Cl)Cl (1,1,1,2-tetrachloro-3-(1,2,4-triazol-1-yl)-5,5-dimethyl-hexan-4-one). Solvent: C(C)O (ethanol), C(C)O (ethanol). Conditions: time 1 hour. Yields the product ClC(C(C(C(C(C)(C)C)=O)N1N=CN=C1)SCC)(Cl)Cl (1,1,1-trichloro-2-ethylmercapto-3-(1,2,4-triazol-1-yl)-5,5-dimethyl-hexan-4-one). Yield: 49.6%. As a reaction SMILES: [CH2:1]([SH:3])[CH3:2].C[O-].[Na+].[Cl:7][C:8]([Cl:24])([Cl:23])[CH:9](Cl)[CH:10]([N:17]1[CH:21]=[N:20][CH:19]=[N:18]1)[C:11](=[O:16])[C:12]([CH3:15])([CH3:14])[CH3:13]>C(O)C>[Cl:7][C:8]([Cl:24])([Cl:23])[CH:9]([S:3][CH2:1][CH3:2])[CH:10]([N:17]1[CH:21]=[N:20][CH:19]=[N:18]1)[C:11](=[O:16])[C:12]([CH3:15])([CH3:14])[CH3:13] |f:1.2|. Reported procedure: 3.1 g (0.05 mol) of ethylmercaptan were added dropwise to a solution of 3.4 g (0.05 mol) of sodium methylate in 50 ml of absolute ethanol. The mixture was subsequently stirred at room temperature for 1 hour. A solution of 16.7 g of 1,1,1,2-tetrachloro-3-(1,2,4-triazol-1-yl)-5,5-dimethyl-hexan-4-one (Example 3) in 200 ml of ethanol was then added dropwise to this mixture, and the resulting mixture was subsequently stirred at room temperature for 6 hours. The inorganic salt was then filtered off a...